This data is from the Open Reaction Database (ORD), a public repository of structured organic reaction records. The task is: describe an organic reaction: reactants, conditions, products, and yield The reactants are BrC1=C2N=CNC2=NC=N1 (6-bromo-9H-purine), NC(C)C1=CC(=C(C(=C1C1=CC(=CC=C1)F)N1C(OCC1)=O)C)Cl (3-[6-(1-aminoethyl)-4-chloro-3′-fluoro-3-methylbiphenyl-2-yl]-1,3-oxazolidin-2-one), C(C)(C)N(C(C)C)CC (N,N-diisopropylethylamine). Run in C(C)(C)O (isopropyl alcohol). Run at temperature 90 celsius. The product is ClC1=C(C(=C(C(=C1)C(C)NC1=C2N=CNC2=NC=N1)C1=CC(=CC=C1)F)N1C(OCC1)=O)C (3-{4-Chloro-3′-fluoro-3-methyl-6-[1-(9H-purin-6-ylamino)ethyl]biphenyl-2-yl}-1,3-oxazolidin-2-one). As a reaction SMILES: Br[C:2]1[N:10]=[CH:9][N:8]=[C:7]2[C:3]=1[N:4]=[CH:5][NH:6]2.[NH2:11][CH:12]([C:14]1[C:19]([C:20]2[CH:25]=[CH:24][CH:23]=[C:22]([F:26])[CH:21]=2)=[C:18]([N:27]2[CH2:31][CH2:30][O:29][C:28]2=[O:32])[C:17]([CH3:33])=[C:16]([Cl:34])[CH:15]=1)[CH3:13].C(N(CC)C(C)C)(C)C>C(O)(C)C>[Cl:34][C:16]1[CH:15]=[C:14]([CH:12]([NH:11][C:2]2[N:10]=[CH:9][N:8]=[C:7]3[C:3]=2[N:4]=[CH:5][NH:6]3)[CH3:13])[C:19]([C:20]2[CH:25]=[CH:24][CH:23]=[C:22]([F:26])[CH:21]=2)=[C:18]([N:27]2[CH2:31][CH2:30][O:29][C:28]2=[O:32])[C:17]=1[CH3:33]. Procedure details: A mixture of 6-bromo-9H-purine (6.3 mg, 0.032 mmol), 3-[6-(1-aminoethyl)-4-chloro-3′-fluoro-3-methylbiphenyl-2-yl]-1,3-oxazolidin-2-one (10 mg, 0.03 mmol), and N,N-diisopropylethylamine (0.010 mL, 0.057 mmol) in isopropyl alcohol (0.1 mL) was heated at 90° C. under nitrogen overnight. The mixture was evaporated and the resulting mixture was purified on RP-HPLC (XBridge C18 Column, eluting with a gradient of acetonitrile in water with 0.2% ammonium hydroxide, at flow rate of 30 mL/min, to give th... The reactants are COC(=O)C1(OC2=C(NC1=O)C=CC=C2)C ((+)-methyl-3,4-dihydro-2-methyl-3-oxo-2H-1,4-benzoxazine-2-carboxylate), [H-].[Na+] (NaH), CI (methyl iodide). The solvent is C1(=CC=CC=C1)C (toluene). Yields the product COC(=O)[C@]1(OC2=C(N(C1=O)C)C=CC=C2)C ((S)-(+)-Methyl-2,4dimethyl-3,4-dihydro-3-oxo-2H-1,4-benzoxazine-2-carboxylate). Yield: 70.5%. As a reaction SMILES: [CH3:1][O:2][C:3]([C:5]1([CH3:16])[C:10](=[O:11])[NH:9][C:8]2[CH:12]=[CH:13][CH:14]=[CH:15][C:7]=2[O:6]1)=[O:4].[H-].[Na+].[CH3:19]I>C1(C)C=CC=CC=1>[CH3:1][O:2][C:3]([C@:5]1([CH3:16])[C:10](=[O:11])[N:9]([CH3:19])[C:8]2[CH:12]=[CH:13][CH:14]=[CH:15][C:7]=2[O:6]1)=[O:4] |f:1.2|. Procedure details: To a solution of (+)-methyl-3,4-dihydro-2-methyl-3-oxo-2H-1,4-benzoxazine-2-carboxylate (0.9 g, 4.1 mmoles) in anhydrous toluene (20 ml), NaH (0.12 g, 5.1 mmoles) and methyl iodide (0.87 g, 6.1 mmoles) were added with stirring and the mixture was heated at reflux temperature for 2 hours. After the completion of the reaction, the toluene solution was washed with water (2×20 ml), 0.1M HCl (2×20 ml) and saturated NaCl solution (20 ml). The solution was dried over MgSO4 and the solvent was evaporate... Starting materials: IC (iodomethane), S(=O)(=O)(O)[O-].[K+] (Potassium hydrogen sulphate), [H-].[Na+] (Sodium hydride), N1(CCCC2=CC=CC=C12)C(=O)C=1C=C(CNC(OC(C)(C)C)=O)C=CC1 (tert-butyl N-(3-(1,2,3,4-tetrahydroquinoline-1-carbonyl)benzyl)carbamate). Run in CN(C)C=O (DMF). Conditions: time 5 hour. Product: 60-80, CN(C(OC(C)(C)C)=O)CC1=CC(=CC=C1)C(=O)N1CCCC2=CC=CC=C12 (tert-butyl N-methyl-N-(3-(1,2,3,4-tetrahydroquinoline-1-carbonyl)benzyl)carbamate). Isolated yield 92.0%. RXN SMILES: [H-].[Na+].[N:3]1([C:13]([C:15]2[CH:16]=[C:17]([CH:27]=[CH:28][CH:29]=2)[CH2:18][NH:19][C:20](=[O:26])[O:21][C:22]([CH3:25])([CH3:24])[CH3:23])=[O:14])[C:12]2[C:7](=[CH:8][CH:9]=[CH:10][CH:11]=2)[CH2:6][CH2:5][CH2:4]1.I[CH3:31].S([O-])(O)(=O)=O.[K+]>CN(C=O)C>[CH3:31][N:19]([CH2:18][C:17]1[CH:27]=[CH:28][CH:29]=[C:15]([C:13]([N:3]2[C:12]3[C:7](=[CH:8][CH:9]=[CH:10][CH:11]=3)[CH2:6][CH2:5][CH2:4]2)=[O:14])[CH:16]=1)[C:20](=[O:26])[O:21][C:22]([CH3:25])([CH3:24])[CH3:23] |f:0.1,4.5|. Procedure details: Sodium hydride (0.91 g, 60% dispersion in oil, 23 mmol) was added to a solution of tert-butyl N-(3-(1,2,3,4-tetrahydroquinoline-1-carbonyl)benzyl)carbamate (8.0 g, 22 mmol) in DMF under nitrogen, while cooling in an ice/water bath. Allowed to warm to room temperature over 45 min. The mixture was cooled in an ice/water bath and iodomethane (9.8 g, 68 mmol) was added dropwise. Allowed to warm to room temperatue and stirred for 5 h. 0.3N Potassium hydrogen sulphate was added and the mixture was ext... The reactants are C1OC=2C=C(CCN)C=CC2OC1 (3,4-ethylenedioxyphenethylamine), ClC=1C2=C(N=C(N1)C1=CC=NO1)SC(=C2)CC (4-chloro-2-(isoxazol-5-yl)-6-ethyl-thieno-[2,3-d]-pyrimidine). Yields the product O1N=CC=C1C=1N=C(C2=C(N1)SC(=C2)CC)NCCC2=CC1=C(C=C2)OCCO1 (2-(isoxazol-5-yl)-4-(3,4-ethylenedioxyphenethylamino)-6-ethyl-thieno-[2,3-d]-pyrimidine). Reaction SMILES: [CH2:1]1[CH2:13][O:12][C:11]2[CH:10]=[CH:9][C:5]([CH2:6][CH2:7][NH2:8])=[CH:4][C:3]=2[O:2]1.Cl[C:15]1[C:16]2[CH:28]=[C:27]([CH2:29][CH3:30])[S:26][C:17]=2[N:18]=[C:19]([C:21]2[O:25][N:24]=[CH:23][CH:22]=2)[N:20]=1>>[O:25]1[C:21]([C:19]2[N:20]=[C:15]([NH:8][CH2:7][CH2:6][C:5]3[CH:9]=[CH:10][C:11]4[O:12][CH2:13][CH2:1][O:2][C:3]=4[CH:4]=3)[C:16]3[CH:28]=[C:27]([CH2:29][CH3:30])[S:26][C:17]=3[N:18]=2)=[CH:22][CH:23]=[N:24]1. Reported procedure: With the procedure of Example 1, the reaction of 3,4-ethylenedioxyphenethylamine with 4-chloro-2-(isoxazol-5-yl)-6-ethyl-thieno-[2,3-d]-pyrimidine yields 2-(isoxazol-5-yl)-4-(3,4-ethylenedioxyphenethylamino)-6-ethyl-thieno-[2,3-d]-pyrimidine. Starting materials: C(#N)C1=CC=C(C(=O)Cl)C=C1 (4-cyanobenzoyl chloride), C(C)(=O)C(CCCCCC(=O)OCC)C(C)=O (ethyl 7-acetyl-8-oxononanoate), [Cl-].[Mg+2].[Cl-] (magnesium chloride), N1=CC=CC=C1 (pyridine). Solvent: ClCCl (dichloromethane), ClCCl (dichloromethane). Run at temperature 20 celsius, time 1 hour. Yields the product C(C)(=O)C(CCCCCC(=O)OCC)(C(C)=O)C(C1=CC=C(C=C1)C#N)=O (ethyl 7-acetyl-7-(4-cyanobenzoyl)-8-oxononanoate). Yield: 57.4%. As a reaction SMILES: [C:1]([CH:4]([C:15](=[O:17])[CH3:16])[CH2:5][CH2:6][CH2:7][CH2:8][CH2:9][C:10]([O:12][CH2:13][CH3:14])=[O:11])(=[O:3])[CH3:2].[Cl-].[Mg+2].[Cl-].N1C=CC=CC=1.[C:27]([C:29]1[CH:37]=[CH:36][C:32]([C:33](Cl)=[O:34])=[CH:31][CH:30]=1)#[N:28]>ClCCl>[C:1]([C:4]([C:33](=[O:34])[C:32]1[CH:36]=[CH:37][C:29]([C:27]#[N:28])=[CH:30][CH:31]=1)([C:15](=[O:17])[CH3:16])[CH2:5][CH2:6][CH2:7][CH2:8][CH2:9][C:10]([O:12][CH2:13][CH3:14])=[O:11])(=[O:3])[CH3:2] |f:1.2.3|. Procedure details: To a mixture of ethyl 7-acetyl-8-oxononanoate (4.0 g) and magnesium chloride (1.27 g) in dichloromethane (70 ml) was added pyridine (2.15 ml) at 0° C. The mixture was stirred at 20° C. for 1 hour, then a solution of 4-cyanobenzoyl chloride (2.87 g) in dichloromethane (10 ml) was added. After stirring for 3 hours at 20° C., the mixture was partitioned between ether and 1N hydrochloric acid. The organic layer was separated, washed with water and brine, dried over magnesium sulfate, and evaporated.... Reactants: C(C)OC(C)=O.Cl (hydrogen chloride ethyl acetate), N=C=N (Carbodiimide), ON1N=NC2=C1C=CC=C2 (1-hydroxy benzotriazole), CN1C(C=CC2=CC(=CC=C12)OCCCN(CC1=CC=NC=C1)CCNC)=O (1-methyl-6-{3-[(2-methylamino ethyl)pyridin-4-ylmethylamino]propoxy}-1H-quinolin-2-one), O1CCC2=C1C(=CC=C2)C(=O)O (2,3-dihydrobenzofuran-7-carboxylic acid). The solvent is C(C)(=O)OCC (ethyl acetate), C1CCOC1 (THF), C(C)#N (acetonitrile). Conditions: time 8 hour. The product is Cl.Cl.CN(C(=O)C1=CC=CC=2CCOC21)CCN(CC2=CC=NC=C2)CCCOC=2C=C1C=CC(N(C1=CC2)C)=O (2,3-dihydrobenzofuran-7-carboxylic acid methyl-(2-{[3-(1-methyl-2-oxo-1,2-dihydroquinolin-6-yloxy)propyl]pyridin-4-ylmethylamino}ethyl)amide dihydrochloride). Reaction SMILES: N=C=N.ON1C2C=CC=CC=2N=N1.[CH3:14][N:15]1[C:24]2[C:19](=[CH:20][C:21]([O:25][CH2:26][CH2:27][CH2:28][N:29]([CH2:37][CH2:38][NH:39][CH3:40])[CH2:30][C:31]3[CH:36]=[CH:35][N:34]=[CH:33][CH:32]=3)=[CH:22][CH:23]=2)[CH:18]=[CH:17][C:16]1=[O:41].[O:42]1[C:46]2[C:47]([C:51](O)=[O:52])=[CH:48][CH:49]=[CH:50][C:45]=2[CH2:44][CH2:43]1.C(OC(=O)C)C.[ClH:60]>C(OCC)(=O)C.C1COCC1.C(#N)C>[ClH:60].[ClH:60].[CH3:40][N:39]([CH2:38][CH2:37][N:29]([CH2:28][CH2:27][CH2:26][O:25][C:21]1[CH:20]=[C:19]2[C:24](=[CH:23][CH:22]=1)[N:15]([CH3:14])[C:16](=[O:41])[CH:17]=[CH:18]2)[CH2:30][C:31]1[CH:36]=[CH:35][N:34]=[CH:33][CH:32]=1)[C:51]([C:47]1[C:46]2[O:42][CH2:43][CH2:44][C:45]=2[CH:50]=[CH:49][CH:48]=1)=[O:52] |f:4.5,9.10.11|. Procedure details: PS-Carbodiimide resin(1.3 g) and 1-hydroxy benzotriazole (HOBt) (230 mg) were added to acetonitrile and THF solution (4 ml+6 ml) of 1-methyl-6-{3-[(2-methylamino ethyl)pyridin-4-ylmethylamino]propoxy}-1H-quinolin-2-one(304 mg) and 2,3-dihydrobenzofuran-7-carboxylic acid(164 mg). The mixture was stirred at room temperature overnight. After the reaction mixture was filtrated and condensed under reduced pressure, the residue was purified by silica gel column chromatography (ethyl acetate: methanol=... The reactants are C12CCCCCCCCCCC2(OCC1)OO (13-oxabicyclo[10.3.0]pentadecan-12-yl hydroperoxide), C1=2CCCCCCCCCCC2OCC1 (13-oxabicyclo[10.3.0]pentadec-1(12)-ene). Yields the product C1(CCCCCCCCC\C=C/CCO1)=O ((Z)-11-Tetradecen-14-olide). Reaction SMILES: [CH:1]12[CH2:15][CH2:14][O:13][C:12]1([O:16]O)[CH2:11][CH2:10][CH2:9][CH2:8][CH2:7][CH2:6][CH2:5][CH2:4][CH2:3][CH2:2]2.C12CCOC=1CCCCCCCCCC2>>[C:12]1(=[O:16])[O:13][CH2:14][CH2:15][CH:1]=[CH:2][CH2:3][CH2:4][CH2:5][CH2:6][CH2:7][CH2:8][CH2:9][CH2:10][CH2:11]1. Procedure details: The 13-oxabicyclo[10.3.0]pentadecan-12-yl hydroperoxide used as starting product is a novel compound which was prepared from 13-oxabicyclo[10.3.0]pentadec-1(12)-ene having the following characteristics: Reactants: C(C)(=O)OC(C)=O (acetic anhydride), C1(=CC=C(C=C1)S(=O)(=O)O)C (p-toluene sulfonic acid), CC([C@H]1CC[C@H]2[C@@H]3CC[C@H]4CCCC[C@]4(C)[C@H]3CC[C@]12C)=O (5α-Pregnan-20-one), crude product. Solvent: C(C)(=O)O (acetic acid). Product: O[C@@H]1CC2=C[C@H]([C@H]3[C@@H]4CC[C@H](C(C)=O)[C@]4(CC[C@@H]3[C@]2(CC1)C)C)O (3β,7α-dihydroxy-5-pregnen-20-one). As a reaction SMILES: [CH3:1][C:2](=[O:22])[C@@H:3]1[C@:20]2([CH3:21])[C@H:6]([C@H:7]3[C@H:17]([CH2:18][CH2:19]2)[C@:15]2([CH3:16])[C@H:10]([CH2:11]CC[CH2:14]2)[CH2:9][CH2:8]3)[CH2:5][CH2:4]1.C(O[C:27](=[O:29])[CH3:28])(=O)C.C1(C)C=CC(S(O)(=O)=[O:37])=CC=1>C(O)(=O)C>[OH:29][C@H:27]1[CH2:28][CH2:16][C@@:15]2([CH3:14])[C:10](=[CH:9][C@@H:8]([OH:37])[C@@H:7]3[C@@H:17]2[CH2:18][CH2:19][C@@:20]2([CH3:21])[C@H:6]3[CH2:5][CH2:4][C@@H:3]2[C:2](=[O:22])[CH3:1])[CH2:11]1. Procedure details: Reaction of 5α-pregnan-20-one (3) with a mixture of acetic anhydride, acetic acid, and p-toluene sulfonic acid followed by HPLC of the crude product affords the isomeric enol acetates 4 and 5. Epoxidation of 4 and 5 in benzene with m-chloro perbenzoic acid overnight at room temperature furnishes the epoxy acetates 6 and 7. Saponification of both 6 and 7 with methanolic sodium hydroxide gives 17α-hydroxy-5α-pregnan-20-one (8) as a common product.